Dataset: the Open Reaction Database (ORD), a public repository of structured organic reaction records. Task: describe an organic reaction: reactants, conditions, products, and yield The reactants are [N+](=O)([O-])C1=CC=C(CBr)C=C1 (4-nitrobenzyl bromide), Cl.CCOCC (HCl ether), [H-].[Na+] (NaH), O (water). Run in CS(=O)C (DMSO), CCOCC (ether). The product is Cl.ClC1=C(C=NC=C1)OCC1=CC=C(C=C1)[N+](=O)[O-] (4-chloro-3-(4-nitrobenzyloxy)pyridine hydrochloride). RXN SMILES: [H-].[Na+].[N+:3]([C:6]1[CH:13]=[CH:12][C:9]([CH2:10]Br)=[CH:8][CH:7]=1)([O-:5])=[O:4].O.[ClH:15].CC[O:18][CH2:19][CH3:20]>CS(C)=O.CCOCC>[ClH:15].[Cl:15][C:8]1[CH:7]=[CH:6][N:3]=[CH:20][C:19]=1[O:18][CH2:10][C:9]1[CH:12]=[CH:13][C:6]([N+:3]([O-:5])=[O:4])=[CH:7][CH:8]=1 |f:0.1,4.5,8.9|. Procedure: The starting material was prepared by reaction of 4-nitro-3-hydroxy pyridine-N-oxide with acetyl chloride under reflux for 1 hour. The crude product was purified by rapid chromatography on silica gel using CH2Cl2 /MeOH 7:3 v/v as eluant to give 4-chloro-3-hydroxypyridine-N-oxide. Reduction of this compound with Raney nickel and hydrogen at ambient temperature for 2 hours in MeOH gave 4-chloro-3-hydroxypyridine. This compound was reacted with NaH in DMSO at 50°, the reaction mixture cooled and tr... The reactants are C[Si](C)(C)OP(=O)=O (trimethylsilyl polyphosphate), NC=1C=NC=CC1O (3-aminopyridin-4-ol), COC=1C=C(C(=O)O)C=CC1C1=NC=CC=C1 (3-methoxy-4-pyridin-2-ylbenzoic acid). Conditions: temperature 200 celsius. The product is COC=1C=C(C=CC1C1=NC=CC=C1)C=1OC2=C(C=NC=C2)N1 (2-(3-Methoxy-4-pyridin-2-ylphenyl)[1,3]oxazolo[4,5-c]pyridine). As a reaction SMILES: C[Si](OP(=O)=O)(C)C.[NH2:9][C:10]1[CH:11]=[N:12][CH:13]=[CH:14][C:15]=1[OH:16].[CH3:17][O:18][C:19]1[CH:20]=[C:21]([CH:25]=[CH:26][C:27]=1[C:28]1[CH:33]=[CH:32][CH:31]=[CH:30][N:29]=1)[C:22](O)=O>>[CH3:17][O:18][C:19]1[CH:20]=[C:21]([C:22]2[O:16][C:15]3[CH:14]=[CH:13][N:12]=[CH:11][C:10]=3[N:9]=2)[CH:25]=[CH:26][C:27]=1[C:28]1[CH:33]=[CH:32][CH:31]=[CH:30][N:29]=1. Reported procedure: To 7 mL trimethylsilyl polyphosphate was added 3-aminopyridin-4-ol (330 mg, 3.00 mmol) and 3-methoxy-4-pyridin-2-ylbenzoic acid (460 mg, 2.00 mmol). The mixture was heated at 200° C. for 2 h, quenched over ice, and made basic (pH 14) with 1N NaOH. The aqueous phase was extracted with MTBE (3×200 mL). The combined organic layers were washed with brine, dried over MgSO4, filtered, concentrated in vacuo, and purified by column chromatography (50–100% EtOAc/hexanes followed by 10% MeOH/CHCl3) to giv...